This data is from the Open Reaction Database (ORD), a public repository of structured organic reaction records. The task is: describe an organic reaction: reactants, conditions, products, and yield The reactants are C(C)OC(C(CN(C1CCCCC1)C1=NC(=NC=C1[N+](=O)[O-])Cl)C)=O ((rac)-3-[(2-chloro-5-nitro-pyrimidin-4-yl)-cyclohexyl-amino]-2-methyl-propanoic acid ethyl ester). The reagents and catalysts are [Fe] (iron). The solvent is C(C)(=O)O (acetic acid). Product: ClC=1N=CC2=C(N(CC(C(N2)=O)C)C2CCCCC2)N1 ((rac)-2-chloro-9-cyclohexyl-7-methyl-5,7,8,9-tetrahydro-pyrimido[4,5-b][1,4]diazepin-6-one). Yield: 82.3%. As a reaction SMILES: C([O:3][C:4](=O)[CH:5]([CH3:24])[CH2:6][N:7]([C:14]1[C:19]([N+:20]([O-])=O)=[CH:18][N:17]=[C:16]([Cl:23])[N:15]=1)[CH:8]1[CH2:13][CH2:12][CH2:11][CH2:10][CH2:9]1)C>C(O)(=O)C.[Fe]>[Cl:23][C:16]1[N:17]=[CH:18][C:19]2[NH:20][C:4](=[O:3])[CH:5]([CH3:24])[CH2:6][N:7]([CH:8]3[CH2:13][CH2:12][CH2:11][CH2:10][CH2:9]3)[C:14]=2[N:15]=1. Reported procedure: To a solution of 2.27 g (0.0061 mole) of (rac)-3-[(2-chloro-5-nitro-pyrimidin-4-yl)-cyclohexyl-amino]-2-methyl-propanoic acid ethyl ester in 40 mL of acetic acid was added 2.0 g (0.0358 g-atom) of iron powder. The mixture was heated at 80 degrees for 2 hours, and then filtered through Celite while still hot. The filtercake was washed with 100 mL of ethyl acetate and the combined filtrate was washed successively with 100 mL of water, 100 mL of 7.4 M ammonium hydroxide, 50 mL of water and then 100... The reactants are COC(=O)c1ccc(Cl)c(N(C)C(=O)c2cc3c(s2)-c2ccc(Br)cc2OCC3)c1, C1CCOC1, Cl, [Li+], [OH-], O, O. The product is CN(C(=O)c1cc2c(s1)-c1ccc(Br)cc1OCC2)c1cc(C(=O)O)ccc1Cl. As a reaction SMILES: [Br:1][c:2]1[cH:3][cH:4][c:5]2[c:6]([cH:30]1)[O:7][CH2:8][CH2:9][c:10]1[c:11]-2[s:12][c:13]([C:15](=[O:16])[N:17]([CH3:18])[c:19]2[cH:20][c:21]([C:22](=[O:23])[O:24][CH3:25])[cH:26][cH:27][c:28]2[Cl:29])[cH:14]1.[CH2:35]1[O:36][CH2:37][CH2:38][CH2:39]1.[ClH:34].[Li+:32].[OH-:31].[OH2:33].[OH2:40]>>[Br:1][c:2]1[cH:3][cH:4][c:5]2[c:6]([cH:30]1)[O:7][CH2:8][CH2:9][c:10]1[c:11]-2[s:12][c:13]([C:15](=[O:16])[N:17]([CH3:18])[c:19]2[cH:20][c:21]([C:22](=[O:23])[OH:24])[cH:26][cH:27][c:28]2[Cl:29])[cH:14]1. Reactants: OCCOCCOCCN1CCC(CC1)=C1C2=C(CC(C=3SC=CC31)=O)C=CC=C2 (4-{1-[2-[2-(2-hydroxyethoxy)ethoxy]ethyl]piperidin-4-ylidene}-4H-benzo[4,5]cyclohepta[1,2-b]thiophen-10(9H)one), Cl.NO (hydroxylaminehydrochlorid). Run in N1=CC=CC=C1 (pyridine). Yields the product OCCOCCOCCN1CCC(CC1)=C1C2=C(CC(C=3SC=CC31)=NO)C=CC=C2 (4-{1-[2-[2-(2-hydroxyethoxy)ethoxy]ethyl]piperidin-4-ylidene}-4H-benzo[4,5]cyclohepta[1,2-b]thiophen-10(9H)-one-oxime). As a reaction SMILES: [OH:1][CH2:2][CH2:3][O:4][CH2:5][CH2:6][O:7][CH2:8][CH2:9][N:10]1[CH2:15][CH2:14][C:13](=[C:16]2[C:25]3[CH:24]=[CH:23][S:22][C:21]=3[C:20](=O)[CH2:19][C:18]3[CH:27]=[CH:28][CH:29]=[CH:30][C:17]2=3)[CH2:12][CH2:11]1.Cl.[NH2:32][OH:33]>N1C=CC=CC=1>[OH:1][CH2:2][CH2:3][O:4][CH2:5][CH2:6][O:7][CH2:8][CH2:9][N:10]1[CH2:11][CH2:12][C:13](=[C:16]2[C:25]3[CH:24]=[CH:23][S:22][C:21]=3[C:20](=[N:32][OH:33])[CH2:19][C:18]3[CH:27]=[CH:28][CH:29]=[CH:30][C:17]2=3)[CH2:14][CH2:15]1 |f:1.2|. Procedure details: 6.0 g 4-{1-[2-[2-(2-hydroxyethoxy)ethoxy]ethyl]piperidin-4-ylidene}-4H-benzo[4,5]cyclohepta[1,2-b]thiophen-10(9H)one and 0.95 g hydroxylaminehydrochlorid in 70 ml pyridine are refluxed for 12 hours. After elimination of the pyridine by distillation, ethanol and a little water are added to the residue and the title compound is crystallised out as the hydrochlorid (Mt. p. 240°-243°). Starting materials: Cc1ccccc1, CCOC(=O)N=NC(=O)OCC, C1CCOC1, CC(C)C1CC(C(CO)NS(=O)(=O)c2ccccc2[N+](=O)[O-])OC1=O, c1ccc(P(c2ccccc2)c2ccccc2)cc1. Product: CC(C)C1CC(C2CN2S(=O)(=O)c2ccccc2[N+](=O)[O-])OC1=O. Reaction SMILES: [CH3:13][c:14]1[cH:15][cH:16][cH:17][cH:18][cH:19]1.[O:1]=[C:2]([O:3][CH2:4][CH3:5])[N:6]=[N:7][C:8]([O:9][CH2:10][CH3:11])=[O:12].[O:64]1[CH2:65][CH2:66][CH2:67][CH2:68]1.[OH:20][CH2:21][CH:22]([CH:23]1[O:24][C:25](=[O:31])[CH:26]([CH:28]([CH3:29])[CH3:30])[CH2:27]1)[NH:32][S:33](=[O:34])(=[O:35])[c:36]1[c:37]([N+:42](=[O:43])[O-:44])[cH:38][cH:39][cH:40][cH:41]1.[c:45]1([P:46]([c:47]2[cH:48][cH:49][cH:50][cH:51][cH:52]2)[c:53]2[cH:54][cH:55][cH:56][cH:57][cH:58]2)[cH:59][cH:60][cH:61][cH:62][cH:63]1>>[CH2:21]1[CH:22]([CH:23]2[O:24][C:25](=[O:31])[CH:26]([CH:28]([CH3:29])[CH3:30])[CH2:27]2)[N:32]1[S:33](=[O:34])(=[O:35])[c:36]1[c:37]([N+:42](=[O:43])[O-:44])[cH:38][cH:39][cH:40][cH:41]1. The reactants are C(C)(C)(C)OC(=O)N1[C@H](C[C@@H](C1)O)C(=O)O ((2R,4S)-1-(tert-butoxycarbonyl)-4-hydroxypyrrolidine-2-carboxylic acid), CC1(CCCC(N1[O])(C)C)C (TEMPO), [O-]Cl.[Na+] (NaClO). Run in C(C)(=O)OC(C)C (isopropyl acetate). Reaction conditions: temperature 2.5 celsius, time 8 hour. Product: C(C)(C)(C)OC(=O)N1[C@@H](CC(C1)=O)C(=O)O ((S)-1-(tert-butoxycarbonyl)-4-oxopyrrolidine-2-carboxylic acid). As a reaction SMILES: [C:1]([O:5][C:6]([N:8]1[CH2:12][C@@H:11]([OH:13])[CH2:10][C@@H:9]1[C:14]([OH:16])=[O:15])=[O:7])([CH3:4])([CH3:3])[CH3:2].CC1(C)N([O])C(C)(C)CCC1.[O-]Cl.[Na+]>C(OC(C)C)(=O)C>[C:1]([O:5][C:6]([N:8]1[CH2:12][C:11](=[O:13])[CH2:10][C@H:9]1[C:14]([OH:16])=[O:15])=[O:7])([CH3:4])([CH3:2])[CH3:3] |f:2.3,^1:20|. Reported procedure: To a solution of (2R,4S)-1-(tert-butoxycarbonyl)-4-hydroxypyrrolidine-2-carboxylic acid (92 g, 0.398 mol) in isopropyl acetate (460 mL) was added TEMPO (2.49 g, 0.05 eq) at 0° C. A solution of NaClO (12.5 wt %, 370 mL) was added dropwise to the reaction mixture while maintaining the temperature at 0-5° C. The reaction was slowly allowed to warm to room temperature and stirred at room temperature overnight. The organic layer was separated and the aqueous layer was treated with 1M KHSO4 solution a...